From a dataset of the Open Reaction Database (ORD), a public repository of structured organic reaction records. describe an organic reaction: reactants, conditions, products, and yield The reactants are C#CCO, CCNCC, [I-], COC(=O)c1ccc(I)cc1, Cl[Pd]Cl, c1ccc(P(c2ccccc2)c2ccccc2)cc1, c1ccc(P(c2ccccc2)c2ccccc2)cc1. Product: COC(=O)c1ccc(C#CCO)cc1. As a reaction SMILES: [CH2:13]([C:14]#[CH:15])[OH:16].[CH2:17]([NH:18][CH2:19][CH3:20])[CH3:21].[I-:12].[I:1][c:2]1[cH:3][cH:4][c:5]([C:6](=[O:7])[O:8][CH3:9])[cH:10][cH:11]1.[Pd:22]([Cl:23])[Cl:24].[c:25]1([P:26]([c:27]2[cH:28][cH:29][cH:30][cH:31][cH:32]2)[c:33]2[cH:34][cH:35][cH:36][cH:37][cH:38]2)[cH:39][cH:40][cH:41][cH:42][cH:43]1.[c:44]1([P:45]([c:46]2[cH:47][cH:48][cH:49][cH:50][cH:51]2)[c:52]2[cH:53][cH:54][cH:55][cH:56][cH:57]2)[cH:58][cH:59][cH:60][cH:61][cH:62]1>>[c:2]1([C:15]#[C:14][CH2:13][OH:16])[cH:3][cH:4][c:5]([C:6](=[O:7])[O:8][CH3:9])[cH:10][cH:11]1. Starting materials: N[C@H](C(=O)N[C@H](C(=O)O)CSSC(C)(C)C)CC1=CNC2=CC=CC=C12 ((R)-2-((S)-2-amino-3-(1H-indol-3-yl)propanamido)-3-(tert-butyldisulfanyl)propanoic acid), C(C)N(C(C)C)C(C)C (N-ethyldiisopropylamine), C(C)(=O)OC(C)=O (acetic anhydride). Run in C(Cl)Cl (methylene chloride). The product is C(C)(=O)N[C@H](C(=O)N[C@H](C(=O)O)CSSC(C)(C)C)CC1=CNC2=CC=CC=C12 ((R)-2-((S)-2-acetamido-3-(1H-indol-3-yl)propanamido)-3-(tert-butyldisulfanyl)propanoic acid). Isolated yield 87.1%. RXN SMILES: [NH2:1][C@@H:2]([CH2:17][C:18]1[C:26]2[C:21](=[CH:22][CH:23]=[CH:24][CH:25]=2)[NH:20][CH:19]=1)[C:3]([NH:5][C@@H:6]([CH2:10][S:11][S:12][C:13]([CH3:16])([CH3:15])[CH3:14])[C:7]([OH:9])=[O:8])=[O:4].C(N(C(C)C)C(C)C)C.[C:36](OC(=O)C)(=[O:38])[CH3:37]>C(Cl)Cl>[C:36]([NH:1][C@@H:2]([CH2:17][C:18]1[C:26]2[C:21](=[CH:22][CH:23]=[CH:24][CH:25]=2)[NH:20][CH:19]=1)[C:3]([NH:5][C@@H:6]([CH2:10][S:11][S:12][C:13]([CH3:14])([CH3:16])[CH3:15])[C:7]([OH:9])=[O:8])=[O:4])(=[O:38])[CH3:37]. Procedure details: A solution of (R)-2-((S)-2-amino-3-(1H-indol-3-yl)propanamido)-3-(tert-butyldisulfanyl)propanoic acid (H-Trp-Cys(StBu)-OH) (Compound SP639) (280 mg, 0.708 mmol) in methylene chloride (1.4 mL) was mixed with N-ethyldiisopropylamine (DIPEA) (371 μL, 2.12 mmol) and acetic anhydride (66.8 μL, 0.708 mmol) with stirring at room temperature, and the reaction solution was stirred at room temperature for 1 hour. The reaction solution was purified by reverse-phase silica gel column chromatography (0.1% aq... The reactants are CCCN(C)c1nc(C(F)(F)F)ccc1C=CC(=O)O, Cl, C#Cc1cc(CN)cc(F)c1NS(C)(=O)=O. Yields the product C#Cc1cc(CNC(=O)C=Cc2ccc(C(F)(F)F)nc2N(C)CCC)cc(F)c1NS(C)(=O)=O. As a reaction SMILES: [CH3:18][N:19]([c:20]1[n:21][c:22]([C:31]([F:32])([F:33])[F:34])[cH:23][cH:24][c:25]1[CH:26]=[CH:27][C:28](=[O:29])[OH:30])[CH2:35][CH2:36][CH3:37].[ClH:17].[NH2:1][CH2:2][c:3]1[cH:4][c:5]([F:16])[c:6]([NH:11][S:12](=[O:13])(=[O:14])[CH3:15])[c:7]([C:9]#[CH:10])[cH:8]1>>[NH:1]([CH2:2][c:3]1[cH:4][c:5]([F:16])[c:6]([NH:11][S:12](=[O:13])(=[O:14])[CH3:15])[c:7]([C:9]#[CH:10])[cH:8]1)[C:28]([CH:27]=[CH:26][c:25]1[c:20]([N:19]([CH3:18])[CH2:35][CH2:36][CH3:37])[n:21][c:22]([C:31]([F:32])([F:33])[F:34])[cH:23][cH:24]1)=[O:29]. Starting materials: C1(=CC=CC=C1)C=1N=C(OC1C1=CC=CC=C1)C=1C(CCCC1)CC=1C=C(C(=O)NCCC2=CC=C(OCC(=O)OCC)C=C2)C=CC1 (ethyl (±)-4-{2-{3-{[2-(4,5-diphenyloxazol-2-yl)-2-cyclohexen-1-yl]methyl}-benzoylamino}ethyl}phenoxyacetate), [OH-].[Na+] (sodium hydroxide). Solvent: CO.O1CCOCC1 (MeOH 1,4-dioxane). Run at time 2 hour. Yields the product C1(=CC=CC=C1)C=1N=C(OC1C1=CC=CC=C1)C=1C(CCCC1)CC=1C=C(C(=O)NCCC2=CC=C(OCC(=O)[O-])C=C2)C=CC1.[Na+] (sodium (±)-4-{2-{3-{[2-(4,5-diphenyloxazol-2-yl)-2-cyclohexen-1-yl]methyl}-benzoylamino}ethyl}phenoxyacetate). Yield: 91.9%. As a reaction SMILES: [C:1]1([C:7]2[N:8]=[C:9]([C:18]3[CH:19]([CH2:24][C:25]4[CH:26]=[C:27]([CH:46]=[CH:47][CH:48]=4)[C:28]([NH:30][CH2:31][CH2:32][C:33]4[CH:45]=[CH:44][C:36]([O:37][CH2:38][C:39]([O:41]CC)=[O:40])=[CH:35][CH:34]=4)=[O:29])[CH2:20][CH2:21][CH2:22][CH:23]=3)[O:10][C:11]=2[C:12]2[CH:17]=[CH:16][CH:15]=[CH:14][CH:13]=2)[CH:6]=[CH:5][CH:4]=[CH:3][CH:2]=1.[OH-].[Na+:50]>CO.O1CCOCC1>[C:1]1([C:7]2[N:8]=[C:9]([C:18]3[CH:19]([CH2:24][C:25]4[CH:26]=[C:27]([CH:46]=[CH:47][CH:48]=4)[C:28]([NH:30][CH2:31][CH2:32][C:33]4[CH:45]=[CH:44][C:36]([O:37][CH2:38][C:39]([O-:41])=[O:40])=[CH:35][CH:34]=4)=[O:29])[CH2:20][CH2:21][CH2:22][CH:23]=3)[O:10][C:11]=2[C:12]2[CH:17]=[CH:16][CH:15]=[CH:14][CH:13]=2)[CH:6]=[CH:5][CH:4]=[CH:3][CH:2]=1.[Na+:50] |f:1.2,3.4,5.6|. Procedure: To a solution of ethyl (±)-4-{2-{3-{[2-(4,5-diphenyloxazol-2-yl)-2-cyclohexen-1-yl]methyl}-benzoylamino}ethyl}phenoxyacetate (115 mg, 0.18 mmol) in MeOH-1,4-dioxane (1:1, 4 ml) was added 1N sodium hydroxide solution (0.18 ml, 0.18 mmol) at 5° C. and the mixture was stirred at room temperature for 2 hours. The reaction mixture was evaporated and Et2O was added thereto. The resulting solid was collected by filtration to give sodium (±)-4-{2-{3-{[2-(4,5-diphenyloxazol-2-yl)-2-cyclohexen-1-yl]methyl... Starting materials: COC(=O)c1ccccc1C1(C(=O)O)CCCC1, Nc1cccc(C=Cc2nc(C3CCC3)cs2)c1. Yields the product COC(=O)c1ccccc1C1(C(=O)Nc2cccc(C=Cc3nc(C4CCC4)cs3)c2)CCCC1. Reaction SMILES: [CH3:1][O:2][C:3]([c:4]1[c:5]([C:10]2([C:15](=[O:16])[OH:17])[CH2:11][CH2:12][CH2:13][CH2:14]2)[cH:6][cH:7][cH:8][cH:9]1)=[O:18].[CH:19]1([c:23]2[n:24][c:25]([CH:28]=[CH:29][c:30]3[cH:31][c:32]([NH2:36])[cH:33][cH:34][cH:35]3)[s:26][cH:27]2)[CH2:20][CH2:21][CH2:22]1>>[CH3:1][O:2][C:3]([c:4]1[c:5]([C:10]2([C:15](=[O:17])[NH:36][c:32]3[cH:31][c:30]([CH:29]=[CH:28][c:25]4[n:24][c:23]([CH:19]5[CH2:20][CH2:21][CH2:22]5)[cH:27][s:26]4)[cH:35][cH:34][cH:33]3)[CH2:11][CH2:12][CH2:13][CH2:14]2)[cH:6][cH:7][cH:8][cH:9]1)=[O:18]. Reactants: 231a, N-(3-dimethylaminopropyl)-Ni−, CN(C(CC1=CC(=CC=C1)SCC1=CC(=CC=C1)C(NC1=C(C=C(C=C1)N1CCCCC1)C1=NC=CC(=C1)C(N[C@H]1CCCC2=CC=CC=C12)=O)=O)=O)CCOCCOCCOCCC(=O)O ((S)-3-methyl-2-oxo-1-(3-(3-(4-(piperidin-1-yl)-2-(4-(1,2,3,4-tetrahydronaphthalen-1-ylcarbamoyl)pyridin-2-yl)phenylcarbamoyl)benzylthio)phenyl)-6,9,12-trioxa-3-azapentadecan-15-oic acid), N1(CCNCC1)CCOCCO (2-(2-(piperazin-1-yl)ethoxy)ethanol). The solvent is ClCCl (dichloromethane), C(C)(=O)OCC (ethyl acetate). Conditions: time 8 hour. Product: OCCOCCN1CCN(CC1)C(CCOCCOCCOCCN(C(CC=1C=C(C=CC1)SCC=1C=C(C(=O)NC2=C(C=C(C=C2)N2CCCCC2)C=2C=C(C(=O)N[C@H]3CCCC4=CC=CC=C34)C=CN2)C=CC1)=O)C)=O ((S)-2-(2-(3-((3-(15-(4-(2-(2-hydroxyethoxy)ethyl)piperazin-1-yl)-3-methyl-2,15-dioxo-6,9,12-trioxa-3-azapentadecyl)phenylthio)methyl)benzamido)-5-(piperidin-1-yl)phenyl)-N-(1,2,3,4-tetrahydronaphthalen-1-yl)isonicotinamide). The yield is 14.2%. As a reaction SMILES: [CH3:1][N:2]([CH2:54][CH2:55][O:56][CH2:57][CH2:58][O:59][CH2:60][CH2:61][O:62][CH2:63][CH2:64][C:65](O)=[O:66])[C:3](=[O:53])[CH2:4][C:5]1[CH:10]=[CH:9][CH:8]=[C:7]([S:11][CH2:12][C:13]2[CH:18]=[CH:17][CH:16]=[C:15]([C:19](=[O:52])[NH:20][C:21]3[CH:26]=[CH:25][C:24]([N:27]4[CH2:32][CH2:31][CH2:30][CH2:29][CH2:28]4)=[CH:23][C:22]=3[C:33]3[CH:38]=[C:37]([C:39](=[O:51])[NH:40][C@@H:41]4[C:50]5[C:45](=[CH:46][CH:47]=[CH:48][CH:49]=5)[CH2:44][CH2:43][CH2:42]4)[CH:36]=[CH:35][N:34]=3)[CH:14]=2)[CH:6]=1.[N:68]1([CH2:74][CH2:75][O:76][CH2:77][CH2:78][OH:79])[CH2:73][CH2:72][NH:71][CH2:70][CH2:69]1>ClCCl.C(OCC)(=O)C>[OH:79][CH2:78][CH2:77][O:76][CH2:75][CH2:74][N:68]1[CH2:73][CH2:72][N:71]([C:65](=[O:66])[CH2:64][CH2:63][O:62][CH2:61][CH2:60][O:59][CH2:58][CH2:57][O:56][CH2:55][CH2:54][N:2]([CH3:1])[C:3](=[O:53])[CH2:4][C:5]2[CH:6]=[C:7]([S:11][CH2:12][C:13]3[CH:14]=[C:15]([CH:16]=[CH:17][CH:18]=3)[C:19]([NH:20][C:21]3[CH:26]=[CH:25][C:24]([N:27]4[CH2:32][CH2:31][CH2:30][CH2:29][CH2:28]4)=[CH:23][C:22]=3[C:33]3[CH:38]=[C:37]([CH:36]=[CH:35][N:34]=3)[C:39]([NH:40][C@@H:41]3[C:50]4[C:45](=[CH:46][CH:47]=[CH:48][CH:49]=4)[CH2:44][CH2:43][CH2:42]3)=[O:51])=[O:52])[CH:8]=[CH:9][CH:10]=2)[CH2:70][CH2:69]1. Procedure details: This compound was prepared according to the procedure described for the synthesis of Example 231 substituting Example 235 in place of 231a. A solution of (S)-3-methyl-2-oxo-1-(3-(3-(4-(piperidin-1-yl)-2-(4-(1,2,3,4-tetrahydronaphthalen-1-ylcarbamoyl)pyridin-2-yl)phenylcarbamoyl)benzylthio)phenyl)-6,9,12-trioxa-3-azapentadecan-15-oic acid (120 mg, 0.13 mmol, 1.00 equiv) in dichloromethane (5 mL), 2-(2-(piperazin-1-yl)ethoxy)ethanol (33.7 mg, 0.19 mmol, 1.50 equiv), N-(3-dimethylaminopropyl)-Ni−-e... The reactants are CC=O, ClCCl, CC(C)C(N)CN1CCC1, O. Product: CCNC(CN1CCC1)C(C)C. As a reaction SMILES: [CH:11]([CH3:12])=[O:13].[Cl:15][CH2:16][Cl:17].[N:1]1([CH2:5][CH:6]([CH:7]([CH3:8])[CH3:9])[NH2:10])[CH2:2][CH2:3][CH2:4]1.[OH2:14]>>[N:1]1([CH2:5][CH:6]([CH:7]([CH3:8])[CH3:9])[NH:10][CH2:11][CH3:12])[CH2:2][CH2:3][CH2:4]1.